From a dataset of the Open Reaction Database (ORD), a public repository of structured organic reaction records. describe an organic reaction: reactants, conditions, products, and yield Starting materials: CO, NC(=O)c1cn2c3c(c(F)c(F)c([N+](=O)[O-])c3c1=O)OCC21CCCC1, O, O. The product is NC(=O)c1cn2c3c(c(F)c(F)c(N)c3c1=O)OCC21CCCC1. As a reaction SMILES: [CH3:28][OH:29].[F:1][c:2]1[c:3]([N+:24]([O-:25])=[O:26])[c:4]2[c:5](=[O:23])[c:6]([C:20](=[O:21])[NH2:22])[cH:7][n:8]3[c:9]2[c:10]([c:11]1[F:12])[O:13][CH2:14][C:15]31[CH2:16][CH2:17][CH2:18][CH2:19]1.[OH2:27].[OH2:30]>>[F:1][c:2]1[c:3]([NH2:24])[c:4]2[c:5](=[O:23])[c:6]([C:20](=[O:21])[NH2:22])[cH:7][n:8]3[c:9]2[c:10]([c:11]1[F:12])[O:13][CH2:14][C:15]31[CH2:16][CH2:17][CH2:18][CH2:19]1. Starting materials: O=C=NC(=O)c1c(Cl)cccc1Cl, Nc1ccc(OC(F)(F)C(Cl)Cl)cc1, Cl, Cc1ccccc1C. The product is O=C(NC(=O)c1c(Cl)cccc1Cl)Nc1ccc(OC(F)(F)C(Cl)Cl)cc1. RXN SMILES: [Cl:16][c:17]1[c:18]([C:19](=[O:20])[N:21]=[C:22]=[O:23])[c:24]([Cl:28])[cH:25][cH:26][cH:27]1.[Cl:1][CH:2]([C:3]([O:4][c:5]1[cH:6][cH:7][c:8]([NH2:11])[cH:9][cH:10]1)([F:12])[F:13])[Cl:14].[ClH:15].[c:29]1([CH3:30])[c:31]([CH3:32])[cH:33][cH:34][cH:35][cH:36]1>>[Cl:1][CH:2]([C:3]([O:4][c:5]1[cH:6][cH:7][c:8]([NH:11][C:22]([NH:21][C:19]([c:18]2[c:17]([Cl:16])[cH:27][cH:26][cH:25][c:24]2[Cl:28])=[O:20])=[O:23])[cH:9][cH:10]1)([F:12])[F:13])[Cl:14]. The reactants are C(C1=CC=CC=C1)N (benzylamine), COC(C1=CC=C(C=C1)C=1N=C(C2=C(N1)SC(=C2)C(F)(F)F)Cl)=O (4-(4-chloro-6-trifluoromethyl-thieno-[2,3-d]-pyrimidin-2-yl)-benzoic acid methylester). Product: COC(C1=CC=C(C=C1)C=1N=C(C2=C(N1)SC(=C2)C(F)(F)F)NCC2=CC=CC=C2)=O (4-(4-benzylamino-6-trifluoromethyl-thieno-[2,3-d]-pyrimidin-2-yl)-benzoic acid methylester). As a reaction SMILES: [CH2:1]([NH2:8])[C:2]1[CH:7]=[CH:6][CH:5]=[CH:4][CH:3]=1.[CH3:9][O:10][C:11](=[O:32])[C:12]1[CH:17]=[CH:16][C:15]([C:18]2[N:19]=[C:20](Cl)[C:21]3[CH:26]=[C:25]([C:27]([F:30])([F:29])[F:28])[S:24][C:22]=3[N:23]=2)=[CH:14][CH:13]=1>>[CH3:9][O:10][C:11](=[O:32])[C:12]1[CH:17]=[CH:16][C:15]([C:18]2[N:19]=[C:20]([NH:8][CH2:1][C:2]3[CH:7]=[CH:6][CH:5]=[CH:4][CH:3]=3)[C:21]3[CH:26]=[C:25]([C:27]([F:30])([F:29])[F:28])[S:24][C:22]=3[N:23]=2)=[CH:14][CH:13]=1. Reported procedure: The reaction procedure as above wherein benzylamine is reacted with 4-(4-chloro-6-trifluoromethyl-thieno-[2,3-d]-pyrimidin-2-yl)-benzoic acid methylester yields 4-(4-benzylamino-6-trifluoromethyl-thieno-[2,3-d]-pyrimidin-2-yl)-benzoic acid methylester. The reactants are CNC(=N)NC#N, Cl, Cc1cc(N)no1, N, O. Yields the product CNC(=N)NC(=N)Nc1cc(C)on1. As a reaction SMILES: [C:1](#[N:2])[NH:3][C:4](=[NH:5])[NH:6][CH3:7].[ClH:8].[NH2:9][c:10]1[n:11][o:12][c:13]([CH3:15])[cH:14]1.[NH3:16].[OH2:17]>>[C:1](=[NH:2])([NH:3][C:4](=[NH:5])[NH:6][CH3:7])[NH:9][c:10]1[n:11][o:12][c:13]([CH3:15])[cH:14]1.